From a dataset of the Open Reaction Database (ORD), a public repository of structured organic reaction records. describe an organic reaction: reactants, conditions, products, and yield Reactants: CO, O=C(O)C1CC(Nc2ccc(-c3nc4ccc(C5(c6ccccc6)CC5)nc4s3)c(F)c2)C1, O=S(Cl)Cl. Product: COC(=O)C1CC(Nc2ccc(-c3nc4ccc(C5(c6ccccc6)CC5)nc4s3)c(F)c2)C1. RXN SMILES: [CH3:38][OH:39].[F:1][c:2]1[cH:3][c:4]([NH:26][CH:27]2[CH2:28][CH:29]([C:31](=[O:32])[OH:33])[CH2:30]2)[cH:5][cH:6][c:7]1-[c:8]1[s:9][c:10]2[n:11][c:12]([C:17]3([c:20]4[cH:21][cH:22][cH:23][cH:24][cH:25]4)[CH2:18][CH2:19]3)[cH:13][cH:14][c:15]2[n:16]1.[S:34]([Cl:35])([Cl:36])=[O:37]>>[F:1][c:2]1[cH:3][c:4]([NH:26][CH:27]2[CH2:28][CH:29]([C:31](=[O:32])[O:33][CH3:38])[CH2:30]2)[cH:5][cH:6][c:7]1-[c:8]1[s:9][c:10]2[n:11][c:12]([C:17]3([c:20]4[cH:21][cH:22][cH:23][cH:24][cH:25]4)[CH2:18][CH2:19]3)[cH:13][cH:14][c:15]2[n:16]1. Starting materials: ClCCl, [Cu+2], O=N[O-], Nc1ccc(C(F)(F)F)c(Cn2ccc(NC(=O)c3c(F)cccc3F)n2)c1, NC(N)=O, [Na+], O=S(=O)([O-])[O-], O. The product is O=C(Nc1ccn(Cc2cc(O)ccc2C(F)(F)F)n1)c1c(F)cccc1F. As a reaction SMILES: [Cl:38][CH2:39][Cl:40].[Cu+2:41].[N:29](=[O:30])[O-:31].[NH2:1][c:2]1[cH:3][cH:4][c:5]([C:25]([F:26])([F:27])[F:28])[c:6]([CH2:8][n:9]2[n:10][c:11]([NH:14][C:15]([c:16]3[c:17]([F:23])[cH:18][cH:19][cH:20][c:21]3[F:22])=[O:24])[cH:12][cH:13]2)[cH:7]1.[NH2:33][C:34](=[O:35])[NH2:36].[Na+:32].[O-:42][S:43](=[O:44])(=[O:45])[O-:46].[OH2:37]>>[c:2]1([OH:30])[cH:3][cH:4][c:5]([C:25]([F:26])([F:27])[F:28])[c:6]([CH2:8][n:9]2[n:10][c:11]([NH:14][C:15]([c:16]3[c:17]([F:23])[cH:18][cH:19][cH:20][c:21]3[F:22])=[O:24])[cH:12][cH:13]2)[cH:7]1. Reactants: C1CCOC1, CC(=O)OC(C)=O, O=CO, O=S(=O)(CC(CCCc1ncccn1)NO)N1CCN(c2ccc(C#Cc3ccc(C(F)(F)F)cn3)cn2)CC1. Product: O=CN(O)C(CCCc1ncccn1)CS(=O)(=O)N1CCN(c2ccc(C#Cc3ccc(C(F)(F)F)cn3)cn2)CC1. Reaction SMILES: [CH2:51]1[O:52][CH2:53][CH2:54][CH2:55]1.[CH3:4][C:5]([O:6][C:7](=[O:8])[CH3:9])=[O:10].[CH:1](=[O:2])[OH:3].[OH:11][NH:12][CH:13]([CH2:14][CH2:15][CH2:16][c:17]1[n:18][cH:19][cH:20][cH:21][n:22]1)[CH2:23][S:24](=[O:25])(=[O:26])[N:27]1[CH2:28][CH2:29][N:30]([c:33]2[n:34][cH:35][c:36]([C:39]#[C:40][c:41]3[n:42][cH:43][c:44]([C:47]([F:48])([F:49])[F:50])[cH:45][cH:46]3)[cH:37][cH:38]2)[CH2:31][CH2:32]1>>[CH:1](=[O:3])[N:12]([OH:11])[CH:13]([CH2:14][CH2:15][CH2:16][c:17]1[n:18][cH:19][cH:20][cH:21][n:22]1)[CH2:23][S:24](=[O:25])(=[O:26])[N:27]1[CH2:28][CH2:29][N:30]([c:33]2[n:34][cH:35][c:36]([C:39]#[C:40][c:41]3[n:42][cH:43][c:44]([C:47]([F:48])([F:49])[F:50])[cH:45][cH:46]3)[cH:37][cH:38]2)[CH2:31][CH2:32]1. Starting materials: C(C1=CC=CC=C1)(=O)NN (benzhydrazide), C1(C=2C(C(=O)O1)=CC=CC2)=O (phthalic anhydride). Solvent: C1=CC=CC=C1 (benzene). Product: C(C1=CC=CC=C1)(=O)NNC(C1=C(C=CC=C1)C(=O)O)=O (1-Benzoyl-2-(2-carboxybenzoyl) hydrazine). As a reaction SMILES: [C:1]([NH:9][NH2:10])(=[O:8])[C:2]1[CH:7]=[CH:6][CH:5]=[CH:4][CH:3]=1.[C:11]1(=[O:21])[O:16][C:14](=[O:15])[C:13]2=[CH:17][CH:18]=[CH:19][CH:20]=[C:12]12>C1C=CC=CC=1>[C:1]([NH:9][NH:10][C:11](=[O:21])[C:12]1[CH:20]=[CH:19][CH:18]=[CH:17][C:13]=1[C:14]([OH:16])=[O:15])(=[O:8])[C:2]1[CH:7]=[CH:6][CH:5]=[CH:4][CH:3]=1. Reported procedure: At a temperature of about 18°, powdered benzhydrazide (126 g, 1 mole) was suspended in stirred benzene (1.6 l), and 24-mesh phthalic anhydride (148 g, 1 mole) was added portionwise over 15 to 20 minutes. After the addition the reaction mixture was stirred for a further hour. The product, 1-benzoyl-2-(2-carboxybenzoyl) hydrazine (III) (R1 =H) was collected on a filter, pressed free of benzene and air dried, 276 g, 98%, M.P., 205°-208°. Starting materials: CCCCCC(=O)Nc1ccc(OCC2CO2)c(C#N)c1, CC(C)N, CCO. Yields the product CCCCCC(=O)Nc1ccc(OCC(O)CNC(C)C)c(C#N)c1. RXN SMILES: [C:1](#[N:2])[c:3]1[c:4]([O:5][CH2:6][CH:7]2[CH2:8][O:9]2)[cH:10][cH:11][c:12]([NH:14][C:15]([CH2:16][CH2:17][CH2:18][CH2:19][CH3:20])=[O:21])[cH:13]1.[CH3:22][CH:23]([CH3:24])[NH2:25].[CH3:26][CH2:27][OH:28]>>[C:1](#[N:2])[c:3]1[c:4]([O:5][CH2:6][CH:7]([CH2:8][NH:25][CH:23]([CH3:22])[CH3:24])[OH:9])[cH:10][cH:11][c:12]([NH:14][C:15]([CH2:16][CH2:17][CH2:18][CH2:19][CH3:20])=[O:21])[cH:13]1. Product: COc1nc2c(Cl)cccc2s1. Reaction SMILES: [Br:1][c:2]1[s:3][c:4]2[c:5]([n:6]1)[c:7]([Cl:11])[cH:8][cH:9][cH:10]2.[CH3:14][OH:15].[Na+:13].[OH-:12].[OH2:16]>>[c:2]1([O:12][CH3:14])[s:3][c:4]2[c:5]([n:6]1)[c:7]([Cl:11])[cH:8][cH:9][cH:10]2. The reactants are Clc1cccc2sc(Br)nc12, CO, [Na+], [OH-], O. The reactants are COc1ccccc1Oc1c(NS(=O)(=O)c2ccc(C(C)(C)C)cc2)cc(C(=O)NCC(=O)OCc2ccccc2)cc1OCCOC(=O)Nc1ccccn1, CO. Yields the product COc1ccccc1Oc1c(NS(=O)(=O)c2ccc(C(C)(C)C)cc2)cc(C(=O)NCC(=O)O)cc1OCCOC(=O)Nc1ccccn1. As a reaction SMILES: [C:1]([CH3:2])([CH3:3])([CH3:4])[c:5]1[cH:6][cH:7][c:8]([S:11](=[O:12])(=[O:13])[NH:14][c:15]2[cH:16][c:17]([C:18](=[O:19])[NH:20][CH2:21][C:22](=[O:23])[O:24][CH2:25][c:26]3[cH:27][cH:28][cH:29][cH:30][cH:31]3)[cH:32][c:33]([O:44][CH2:45][CH2:46][O:47][C:48]([NH:49][c:50]3[n:51][cH:52][cH:53][cH:54][cH:55]3)=[O:56])[c:34]2[O:35][c:36]2[c:37]([O:42][CH3:43])[cH:38][cH:39][cH:40][cH:41]2)[cH:9][cH:10]1.[CH3:57][OH:58]>>[C:1]([CH3:2])([CH3:3])([CH3:4])[c:5]1[cH:6][cH:7][c:8]([S:11](=[O:12])(=[O:13])[NH:14][c:15]2[cH:16][c:17]([C:18](=[O:19])[NH:20][CH2:21][C:22](=[O:23])[OH:24])[cH:32][c:33]([O:44][CH2:45][CH2:46][O:47][C:48]([NH:49][c:50]3[n:51][cH:52][cH:53][cH:54][cH:55]3)=[O:56])[c:34]2[O:35][c:36]2[c:37]([O:42][CH3:43])[cH:38][cH:39][cH:40][cH:41]2)[cH:9][cH:10]1. Starting materials: B(F)(F)F (boron trifluoride), ClC1=C(CN2C(C(N(CC2)C)=O)(C(=O)OCC)C)C=CC(=C1)Cl (Ethyl 1-(2,4-dichlorobenzyl)-2,4-dimethyl-3-oxopiperazine-2-carboxylate), [BH4-].[Na+] (sodium borohydride), [OH-].[Na+] (sodium hydroxide), Cl (hydrochloric acid). Run in O1CCCC1 (tetrahydrofuran), O1CCCC1 (tetrahydrofuran). Conditions: temperature 0 celsius, time 2 hour. Yields the product ClC1=C(CN2C(CN(CC2)C)(C(=O)OCC)C)C=CC(=C1)Cl (Ethyl 1-(2,4-dichlorobenzyl)-2,4-dimethylpiperazine-2-carboxylate). Isolated yield 29.0%. Reaction SMILES: B(F)(F)F.[BH4-].[Na+].[Cl:7][C:8]1[CH:28]=[C:27]([Cl:29])[CH:26]=[CH:25][C:9]=1[CH2:10][N:11]1[CH2:16][CH2:15][N:14]([CH3:17])[C:13](=O)[C:12]1([CH3:24])[C:19]([O:21][CH2:22][CH3:23])=[O:20].Cl.[OH-].[Na+]>O1CCCC1>[Cl:7][C:8]1[CH:28]=[C:27]([Cl:29])[CH:26]=[CH:25][C:9]=1[CH2:10][N:11]1[CH2:16][CH2:15][N:14]([CH3:17])[CH2:13][C:12]1([CH3:24])[C:19]([O:21][CH2:22][CH3:23])=[O:20] |f:1.2,5.6|. Procedure details: 4.4 ml of fleshly distilled boron trifluoride are added dropwise, while cold, to 1.1 g of dry sodium borohydride suspended in 35 ml of freshly distilled tetrahydrofuran. The reaction mixture is stirred at 0° C. for 2 hours and then 3.5 g (0.01 mol) of the compound obtained in Step g in 100 ml of tetrahydrofuran are added. The mixture is then heated under reflux for one hour and then 50 ml of a 2N hydrochloric acid solution are added while cold. The mixture is neutralised with sodium hydroxide an... Starting materials: CCCCc1nc(CCCNC(=O)OC(C)(C)C)n(Cc2ccc(-c3ccccc3-c3nnn[nH]3)cc2)n1, Cl, C1COCCO1. Product: CCCCc1nc(CCCN)n(Cc2ccc(-c3ccccc3-c3nnn[nH]3)cc2)n1. RXN SMILES: [CH2:1]([CH2:2][CH2:3][CH3:4])[c:5]1[n:6][n:7]([CH2:21][c:22]2[cH:23][cH:24][c:25](-[c:28]3[c:29](-[c:34]4[n:35][n:36][n:37][nH:38]4)[cH:30][cH:31][cH:32][cH:33]3)[cH:26][cH:27]2)[c:8]([CH2:10][CH2:11][CH2:12][NH:13][C:14]([O:15][C:16]([CH3:17])([CH3:18])[CH3:19])=[O:20])[n:9]1.[ClH:39].[O:40]1[CH2:41][CH2:42][O:43][CH2:44][CH2:45]1>>[CH2:1]([CH2:2][CH2:3][CH3:4])[c:5]1[n:6][n:7]([CH2:21][c:22]2[cH:23][cH:24][c:25](-[c:28]3[c:29](-[c:34]4[n:35][n:36][n:37][nH:38]4)[cH:30][cH:31][cH:32][cH:33]3)[cH:26][cH:27]2)[c:8]([CH2:10][CH2:11][CH2:12][NH2:13])[n:9]1. Reactants: [Cl-].C[C@]12CC[C@@]3([C@@H]([C@H]2CC[C@@H]2[C@]4(CCC(C([C@@H]4CC[C@@]12C)(C)C)=O)C)[C@@H](CC3)C(=C)C)[NH3+] ((1R,3aS,5aR,5bR,7aR,11aR,11bR,13aR,13bR)-5a,5b,8,8,11a-pentamethyl-9-oxo-1-(prop-1-en-2-yl)icosahydro-1H-cyclopenta[a]chrysen-3a-aminium chloride), [O-]P([O-])(=O)OP(=O)([O-])OP(=O)([O-])[O-].[K+].[K+].[K+].[K+].[K+] (potassium triphosphate), ClCCCl (1,2-dichloroethane). The solvent is C(C)#N (acetonitrile). Conditions: temperature 130 celsius. Yields the product N1(CC1)[C@]12[C@@H]([C@H]3CC[C@@H]4[C@]5(CCC(C([C@@H]5CC[C@]4([C@@]3(CC1)C)C)(C)C)=O)C)[C@@H](CC2)C(=C)C ((1R,3aS,5aR,5bR,7aR,11aR,11bR,13aR,13bR)-3a-(aziridin-1-yl)-5a,5b,8,8,11a-pentamethyl-1-(prop-1-en-2-yl)octadecahydro-1H-cyclopenta[a]chrysen-9(5bH)-one). As a reaction SMILES: [Cl-].[CH3:2][C@:3]12[C@@:20]3([CH3:21])[C@@H:11]([C@:12]4([CH3:25])[C@@H:17]([CH2:18][CH2:19]3)[C:16]([CH3:23])([CH3:22])[C:15](=[O:24])[CH2:14][CH2:13]4)[CH2:10][CH2:9][C@@H:8]1[C@H:7]1[C@H:26]([C:29]([CH3:31])=[CH2:30])[CH2:27][CH2:28][C@:6]1([NH3+:32])[CH2:5][CH2:4]2.[O-]P(OP(OP([O-])([O-])=O)([O-])=O)(=O)[O-].[K+].[K+].[K+].[K+].[K+].Cl[CH2:52][CH2:53]Cl>C(#N)C>[N:32]1([C@:6]23[CH2:28][CH2:27][C@@H:26]([C:29]([CH3:31])=[CH2:30])[C@@H:7]2[C@@H:8]2[C@@:3]([CH3:2])([CH2:4][CH2:5]3)[C@@:20]3([CH3:21])[C@@H:11]([C@:12]4([CH3:25])[C@@H:17]([CH2:18][CH2:19]3)[C:16]([CH3:22])([CH3:23])[C:15](=[O:24])[CH2:14][CH2:13]4)[CH2:10][CH2:9]2)[CH2:53][CH2:52]1 |f:0.1,2.3.4.5.6.7|. Procedure details: A mixture of (1R,3aS,5aR,5bR,7aR,11aR,11bR,13aR,13bR)-5a,5b,8,8,11a-pentamethyl-9-oxo-1-(prop-1-en-2-yl)icosahydro-1H-cyclopenta[a]chrysen-3a-aminium chloride (1.09 g, 2.359 mmol) and potassium triphosphate (2.7 g, 12.72 mmol) in 1,2-dichloroethane (12 mL) and acetonitrile (24 mL) was placed in a thick-walled resealable vessel. The reaction vessel with its contents were flushed with nitrogen, sealed, and warmed to 130° C. for 36 hours. The crude reaction mixture was cooled to RT, filtered throug...